Dataset: the Open Reaction Database (ORD), a public repository of structured organic reaction records. Task: describe an organic reaction: reactants, conditions, products, and yield Procedure: Dry tetrahydrofuran (10 mL), sodium hydride (1.7 g, 70 mmol), and 4-vinyl-methylbenzoate (8.0 g, 49 mmol) were placed in a flame dried, three-necked, round bottomed flask equipped with a reflux condenser, nitrogen inlet, addition funnel and magnetic stir bar. Dry tetrahydrofuran (5 mL) and dry acetone (4.3 mL, 59 mmol) was added dropwise to the refluxing mixture containing 4-vinyl-methylbenzoate. The mixture was allowed to reflux for an additional two hours before allowed to cool to room tempera... The solvent is CCOCC (ether), O (water), O1CCCC1 (tetrahydrofuran), O1CCCC1 (tetrahydrofuran). The yield is 43.4%. Product: C(=C)C1=CC=C(C(=O)CC(C)=O)C=C1 (4-vinylbenzoylacetone). As a reaction SMILES: [H-].[Na+].[CH:3]([C:5]1[CH:13]=[CH:12][C:8]([C:9]([O-:11])=O)=[C:7](C)[CH:6]=1)=[CH2:4].[CH3:15][C:16]([CH3:18])=[O:17].Cl.S([O-])([O-])(=O)=O.[Mg+2]>CCOCC.O.O1CCCC1>[CH:3]([C:5]1[CH:6]=[CH:7][C:8]([C:9]([CH2:15][C:16](=[O:17])[CH3:18])=[O:11])=[CH:12][CH:13]=1)=[CH2:4] |f:0.1,5.6|. Starting materials: S(=O)(=O)([O-])[O-].[Mg+2] (magnesium sulfate), [H-].[Na+] (sodium hydride), Cl (hydrochloric acid), C(=C)C1=CC(=C(C(=O)[O-])C=C1)C (4-vinyl-methylbenzoate), C(=C)C1=CC(=C(C(=O)[O-])C=C1)C (4-vinyl-methylbenzoate), CC(=O)C (acetone), Cl (hydrochloric acid). Starting materials: C(C)(=O)N1CCC(CC1)C(=O)N(CCCN1CCC(CC1)=O)C1=CC(=C(C=C1)Cl)Cl (1-Acetyl-N-(3,4-dichlorophenyl)-N-[3-(4-oxo-1-piperidinyl)propyl]-4-piperidinecarboxamide), FC1=CC=C(N)C=C1 (4-fluoroaniline), C(C)(=O)O (acetic acid), C(C)(=O)O[BH-](OC(C)=O)OC(C)=O.[Na+] (sodium triacetoxyborohydride), C(O)([O-])=O.[Na+] (sodium hydrogen carbonate). The solvent is C1CCOC1 (THF). Run at time 20 hour. Yields the product C(C)(=O)N1CCC(CC1)C(=O)N(CCCN1CCC(CC1)NC1=CC=C(C=C1)F)C1=CC(=C(C=C1)Cl)Cl (1-Acetyl-N-(3,4-dichlorophenyl)-N-{3-[4-(4-fluoroanilino)-1-piperidinyl]propyl}-4-piperidinecarboxamide). The yield is 59.1%. As a reaction SMILES: [C:1]([N:4]1[CH2:9][CH2:8][CH:7]([C:10]([N:12]([C:23]2[CH:28]=[CH:27][C:26]([Cl:29])=[C:25]([Cl:30])[CH:24]=2)[CH2:13][CH2:14][CH2:15][N:16]2[CH2:21][CH2:20][C:19](=O)[CH2:18][CH2:17]2)=[O:11])[CH2:6][CH2:5]1)(=[O:3])[CH3:2].[F:31][C:32]1[CH:38]=[CH:37][C:35]([NH2:36])=[CH:34][CH:33]=1.C(O)(=O)C.C(O[BH-](OC(=O)C)OC(=O)C)(=O)C.[Na+].C(=O)([O-])O.[Na+]>C1COCC1>[C:1]([N:4]1[CH2:5][CH2:6][CH:7]([C:10]([N:12]([C:23]2[CH:28]=[CH:27][C:26]([Cl:29])=[C:25]([Cl:30])[CH:24]=2)[CH2:13][CH2:14][CH2:15][N:16]2[CH2:21][CH2:20][CH:19]([NH:36][C:35]3[CH:37]=[CH:38][C:32]([F:31])=[CH:33][CH:34]=3)[CH2:18][CH2:17]2)=[O:11])[CH2:8][CH2:9]1)(=[O:3])[CH3:2] |f:3.4,5.6|. Procedure details: To a solution of the compound obtained in Example 208 (1000 mg, 2.2 mmol) and 4-fluoroaniline (269 mg, 2.4 mmol) in THF (3 mL) were added acetic acid (0.126 mL, 2.2 mmol) and sodium triacetoxyborohydride (699 mg, 3.3 mmol) under ice cooling, and the mixture was stirred at room temperature for 20 hours. To the reaction mixture was added saturated aqueous solution of sodium hydrogen carbonate (100 mL). The mixture was stirred at room temperature for 2 hours and extracted with ethyl acetate (100 mL...